The task is: describe an organic reaction: reactants, conditions, products, and yield. This data is from the Open Reaction Database (ORD), a public repository of structured organic reaction records. The reactants are ClC1=NC(=NC=N1)NC1=CC(=CC=C1)CS(=O)(=O)C (4-chloro-N-{3-[(methylsulfonyl)methyl]phenyl}-1,3,5-triazin-2-amine), FC=1C=CC(=C(C1)B(O)O)OC ((5-fluoro-2-methoxyphenyl)boronic acid). Yields the product FC=1C=CC(=C(C1)C1=NC(=NC=N1)NC1=CC(=CC=C1)CS(=O)(=O)C)OC (4-(5-Fluoro-2-methoxyphenyl)-N-{3-[(methylsulfonyl)methyl]phenyl}-1,3,5-triazin-2-amine). Reaction SMILES: Cl[C:2]1[N:7]=[CH:6][N:5]=[C:4]([NH:8][C:9]2[CH:14]=[CH:13][CH:12]=[C:11]([CH2:15][S:16]([CH3:19])(=[O:18])=[O:17])[CH:10]=2)[N:3]=1.[F:20][C:21]1[CH:22]=[CH:23][C:24]([O:30][CH3:31])=[C:25](B(O)O)[CH:26]=1>>[F:20][C:21]1[CH:26]=[CH:25][C:24]([O:30][CH3:31])=[C:23]([C:2]2[N:7]=[CH:6][N:5]=[C:4]([NH:8][C:9]3[CH:14]=[CH:13][CH:12]=[C:11]([CH2:15][S:16]([CH3:19])(=[O:18])=[O:17])[CH:10]=3)[N:3]=2)[CH:22]=1. Procedure details: Example 11 was prepared under similar conditions as described in the preparation of Example 1 using crude 4-chloro-N-{3-[(methylsulfonyl)methyl]phenyl}-1,3,5-triazin-2-amine and (5-fluoro-2-methoxyphenyl)boronic acid (Aldrich Chemical Company Inc.). The batch was purified by preparative HPLC: Starting materials: BrC1=C(C2=C(N1C(=O)OC(C)(C)C)C=C(S2)C(=O)OC)C2CCCCC2 (methyl 5-bromo-4-(tert-butoxycarbonyl)-6-cyclohexyl-4H-thieno[3,2-b]pyrrole-2-carboxylate), ClC1=CC=C(C=C1)B(O)O (4-chlorophenylboronic acid), [Li+].[Cl-] (LiCl), C(=O)([O-])[O-].[Na+].[Na+] (Na2CO3). The reagents and catalysts are C=1C=CC(=CC1)[P](C=2C=CC=CC2)(C=3C=CC=CC3)[Pd]([P](C=4C=CC=CC4)(C=5C=CC=CC5)C=6C=CC=CC6)([P](C=7C=CC=CC7)(C=8C=CC=CC8)C=9C=CC=CC9)[P](C=1C=CC=CC1)(C=1C=CC=CC1)C=1C=CC=CC1 (Pd(PPh3)4). The solvent is CCO.C1(=CC=CC=C1)C (EtOH toluene), CCOC(=O)C (AcOEt). Run at temperature 80 celsius. The product is C(C)(C)(C)OC(=O)N1C2=C(C(=C1C1=CC=C(C=C1)Cl)C1CCCCC1)SC(=C2)C(=O)OC (methyl 4-(tert-butoxycarbonyl)-5-(4-chlorophenyl)-6-cyclohexyl-4H-thieno[3,2-b]pyrrole-2-carboxylate). Yield: 69.0%. As a reaction SMILES: Br[C:2]1[N:6]([C:7]([O:9][C:10]([CH3:13])([CH3:12])[CH3:11])=[O:8])[C:5]2[CH:14]=[C:15]([C:17]([O:19][CH3:20])=[O:18])[S:16][C:4]=2[C:3]=1[CH:21]1[CH2:26][CH2:25][CH2:24][CH2:23][CH2:22]1.[Cl:27][C:28]1[CH:33]=[CH:32][C:31](B(O)O)=[CH:30][CH:29]=1.[Li+].[Cl-].C([O-])([O-])=O.[Na+].[Na+]>CCO.C1(C)C=CC=CC=1.CCOC(C)=O.C1C=CC([P]([Pd]([P](C2C=CC=CC=2)(C2C=CC=CC=2)C2C=CC=CC=2)([P](C2C=CC=CC=2)(C2C=CC=CC=2)C2C=CC=CC=2)[P](C2C=CC=CC=2)(C2C=CC=CC=2)C2C=CC=CC=2)(C2C=CC=CC=2)C2C=CC=CC=2)=CC=1>[C:10]([O:9][C:7]([N:6]1[C:2]([C:31]2[CH:32]=[CH:33][C:28]([Cl:27])=[CH:29][CH:30]=2)=[C:3]([CH:21]2[CH2:26][CH2:25][CH2:24][CH2:23][CH2:22]2)[C:4]2[S:16][C:15]([C:17]([O:19][CH3:20])=[O:18])=[CH:14][C:5]1=2)=[O:8])([CH3:13])([CH3:12])[CH3:11] |f:2.3,4.5.6,7.8,^1:64,66,85,104|. Reported procedure: A solution (0.1 M) of methyl 5-bromo-4-(tert-butoxycarbonyl)-6-cyclohexyl-4H-thieno[3,2-b]pyrrole-2-carboxylate in EtOH/toluene (1:1) was treated with 4-chlorophenylboronic acid (1.3 eq.) and LiCl (2 eq.). Aqueous Na2CO3 (2 N, 2.5 eq.) was added and the solution was degassed, then Pd(PPh3)4 (0.1 eq.) was added. The mixture was heated to 80° C. for 18 h, then cooled and diluted with AcOEt. The organic phase was washed sequentially with water, aqueous HCl (1 N) and brine, then dried and concentrat...